describe an organic reaction: reactants, conditions, products, and yield From a dataset of the Open Reaction Database (ORD), a public repository of structured organic reaction records. The reactants are [H-].[Na+] (sodium hydride), ClC1=CC=C(C=C1)CCC(CN1C=NC=C1)Cl (1-[4-(4-chlorophenyl)-2-chlorobutyl]imidazole), SC1=CC=C(C(=O)OC)C=C1 (methyl 4-mercaptobenzoate). Run in CN(C=O)C (dimethylformamide), CN(C=O)C (dimethylformamide). Reaction conditions: time 30 minute. The product is ClC1=CC=C(C=C1)CCC(SC1=CC=C(C(=O)OC)C=C1)CN1C=NC=C1 (Methyl 4-[3-(4-chlorophenyl)-1-(imidazol-1-ylmethyl)propylthio]benzoate). Yield: 43.9%. Reaction SMILES: [H-].[Na+].[SH:3][C:4]1[CH:13]=[CH:12][C:7]([C:8]([O:10][CH3:11])=[O:9])=[CH:6][CH:5]=1.[Cl:14][C:15]1[CH:20]=[CH:19][C:18]([CH2:21][CH2:22][CH:23](Cl)[CH2:24][N:25]2[CH:29]=[CH:28][N:27]=[CH:26]2)=[CH:17][CH:16]=1>CN(C)C=O>[Cl:14][C:15]1[CH:20]=[CH:19][C:18]([CH2:21][CH2:22][CH:23]([CH2:24][N:25]2[CH:29]=[CH:28][N:27]=[CH:26]2)[S:3][C:4]2[CH:5]=[CH:6][C:7]([C:8]([O:10][CH3:11])=[O:9])=[CH:12][CH:13]=2)=[CH:17][CH:16]=1 |f:0.1|. Reported procedure: 11 mg of a 55% w/w suspension of sodium hydride in mineral oil were added, whilst ice-cooling, to a solution of 40 mg of methyl 4-mercaptobenzoate in 0.25 ml of dry dimethylformamide, and the resulting mixture was stirred at room temperature for 30 minutes. A solution of 52 mg of 1-[4-(4-chlorophenyl)-2-chlorobutyl]imidazole in 0.25 ml of dry dimethylformamide was added to this solution, and the resulting mixture was heated at 60°-70° C. for 5 hours. At the end of this time, the reaction mixture... The reactants are [BH4-], CC(C)(C)OC(=O)Nc1cc(SC#N)c(C(C)(C)C)cc1NC(=O)OC(C)(C)C, CC(=O)O, CO, [Na+], [Na], O, S. The product is CC(C)(C)OC(=O)Nc1cc(S)c(C(C)(C)C)cc1NC(=O)OC(C)(C)C. RXN SMILES: [BH4-:32].[C:1]([CH3:2])([CH3:3])([CH3:4])[O:5][C:6]([NH:7][c:8]1[c:9]([NH:21][C:22](=[O:23])[O:24][C:25]([CH3:26])([CH3:27])[CH3:28])[cH:10][c:11]([C:17]([CH3:18])([CH3:19])[CH3:20])[c:12]([S:14][C:15]#[N:16])[cH:13]1)=[O:29].[C:36]([OH:37])(=[O:38])[CH3:39].[CH3:34][OH:35].[Na+:33].[Na:31].[OH2:40].[SH2:30]>>[C:1]([CH3:2])([CH3:3])([CH3:4])[O:5][C:6]([NH:7][c:8]1[c:9]([NH:21][C:22](=[O:23])[O:24][C:25]([CH3:26])([CH3:27])[CH3:28])[cH:10][c:11]([C:17]([CH3:18])([CH3:19])[CH3:20])[c:12]([SH:14])[cH:13]1)=[O:29]. Starting materials: OC(CCC=1N=CN(C1)C(C1=CC=CC=C1)(C1=CC=CC=C1)C1=CC=CC=C1)C1=CC=C(C=C1)C1=CC(=CC=C1)C(=O)NC (4′-[1-hydroxy-(1-trityl-1H-imidazol-4-yl)propyl]-N-methyl[1,1′-biphenyl]-3-carboxamide), Cl (hydrochloric acid). Reagents/catalysts: [C].[Pd] (palladium carbon). Product: OC(CCC=1N=CNC1)C1=CC=C(C=C1)C1=CC(=CC=C1)C(=O)NC (4′-[1-hydroxy-(1H-imidazol-4-yl)propyl]-N-methyl[1,1′-biphenyl]-3-carboxamide). Isolated yield 72.1%. As a reaction SMILES: [OH:1][CH:2]([C:29]1[CH:34]=[CH:33][C:32]([C:35]2[CH:40]=[CH:39][CH:38]=[C:37]([C:41]([NH:43][CH3:44])=[O:42])[CH:36]=2)=[CH:31][CH:30]=1)[CH2:3][CH2:4][C:5]1[N:6]=[CH:7][N:8](C(C2C=CC=CC=2)(C2C=CC=CC=2)C2C=CC=CC=2)[CH:9]=1.Cl>[C].[Pd]>[OH:1][CH:2]([C:29]1[CH:30]=[CH:31][C:32]([C:35]2[CH:40]=[CH:39][CH:38]=[C:37]([C:41]([NH:43][CH3:44])=[O:42])[CH:36]=2)=[CH:33][CH:34]=1)[CH2:3][CH2:4][C:5]1[N:6]=[CH:7][NH:8][CH:9]=1 |f:2.3|. Procedure: By the reaction in the same manner as in Example 41-(ii) using [4′-[1-hydroxy-(1-trityl-1H-imidazol-4-yl)propyl]-N-methyl[1,1′-biphenyl]-3-carboxamide (1.29 g), 10% palladium carbon (1.29 g)and 1N hydrochloric acid (2.23 ml), the colorless amorphous title compound (540 mg) was obtained. Starting materials: C(=O)(OC(C)(C)C)N[C@H](C(=O)O)COCC ((S)-N-Boc-2-amino-3-ethoxypropionic acid), C(C)N1CCOCC1 (N-ethylmorpholine), C(CCC)OC(=O)N1CCNCC1 (1-butoxycarbonylpiperazine), [B-](F)(F)(F)F.CCOC(=O)C(=NOC(=[N+](C)C)N(C)C)C#N (TOTU), C(=O)(O)[O-].[Na+] (NaHCO3), C(=O)(C(F)(F)F)O (TFA). The solvent is ClCCl (dichloromethane), CN(C)C=O (DMF). Run at time 12 hour. The product is C(CCC)OC(=O)N1CCN(CC1)C([C@H](COCC)N)=O (4-((S)-2-Amino-3-ethoxy-propionyl)-piperazine-1-carboxylic acid butyl ester). Reaction SMILES: C([NH:8][C@@H:9]([CH2:13][O:14][CH2:15][CH3:16])[C:10]([OH:12])=O)(OC(C)(C)C)=O.C(N1CCOCC1)C.[CH2:25]([O:29][C:30]([N:32]1[CH2:37][CH2:36][NH:35][CH2:34][CH2:33]1)=[O:31])[CH2:26][CH2:27][CH3:28].[B-](F)(F)(F)F.CCOC(C(C#N)=NOC(N(C)C)=[N+](C)C)=O.C([O-])(O)=O.[Na+].C(O)(C(F)(F)F)=O>CN(C=O)C.ClCCl>[CH2:25]([O:29][C:30]([N:32]1[CH2:37][CH2:36][N:35]([C:10](=[O:12])[C@@H:9]([NH2:8])[CH2:13][O:14][CH2:15][CH3:16])[CH2:34][CH2:33]1)=[O:31])[CH2:26][CH2:27][CH3:28] |f:3.4,5.6|. Reported procedure: To a solution of 146 mg (S)-N-Boc-2-amino-3-ethoxypropionic acid in 2 ml DMF were added 0.34 ml N-ethylmorpholine, 200 mg 1-butoxycarbonylpiperazine hydrotrifluoroacetate and 219 mg TOTU. After stirring for 12 h it was added saturated aqueous NaHCO3 and the mixture was loaded on a Chem Elut® cartridge, the crude product being eluted with ethyl acetate. The solution was concentrated, the residue obtained dissolved in 5 ml dichloromethane and stirred in the presence of 1 ml TFA. After 12 h stirrin... Reactants: C=CCNCC=O, O=C=Nc1nnc(C(F)(F)F)s1, c1ccccc1. Product: C=CCN(CC=O)C(=O)Nc1nnc(C(F)(F)F)s1. Reaction SMILES: [CH2:13]([CH:14]=[CH2:15])[NH:16][CH2:17][CH:18]=[O:19].[F:1][C:2]([c:3]1[n:4][n:5][c:6]([N:8]=[C:9]=[O:10])[s:7]1)([F:11])[F:12].[cH:20]1[cH:21][cH:22][cH:23][cH:24][cH:25]1>>[F:1][C:2]([c:3]1[n:4][n:5][c:6]([NH:8][C:9](=[O:10])[N:16]([CH2:13][CH:14]=[CH2:15])[CH2:17][CH:18]=[O:19])[s:7]1)([F:11])[F:12]. Run in O (water), Cl (hydrochloric acid), Cl (hydrochloric acid). Reaction SMILES: [NH2:1][C:2]1[C:3]([Cl:18])=[CH:4][C:5]([Cl:17])=[C:6]([CH2:8][N:9]2[C:13](=[O:14])[C:12]([CH3:16])([CH3:15])[CH2:11][O:10]2)[CH:7]=1.[N:19]([O-])=O.[Na+]>Cl.O>[ClH:17].[Cl:18][C:3]1[CH:4]=[C:5]([Cl:17])[C:6]([CH2:8][N:9]2[C:13](=[O:14])[C:12]([CH3:16])([CH3:15])[CH2:11][O:10]2)=[CH:7][C:2]=1[NH:1][NH2:19] |f:1.2,5.6|. Isolated yield 10.4%. Yields the product Cl.ClC1=C(C=C(C(=C1)Cl)CN1OCC(C1=O)(C)C)NN ([2,4-dichloro-5-[(4,4-dimethyl-3-oxoisoxazolidin-2-yl)methyl]phenyl]hydrazine hydrochloride). Reactants: N(=O)[O-].[Na+] (sodium nitrite), stannous chloride, NC=1C(=CC(=C(C1)CN1OCC(C1=O)(C)C)Cl)Cl (2-[(5-amino-2,4-dichlorophenyl)methyl]-4,4-dimethyl-3-isoxazolidinone). Conditions: temperature 0 celsius, time 30 minute. Reported procedure: A solution of 2-[(5-amino-2,4-dichlorophenyl)methyl]-4,4-dimethyl-3-isoxazolidinone (16.3 g, 0.564 mole) in concentrated hydrochloric acid (75 ml) was cooled to 0° C., and a solution of sodium nitrite (3.9 g, 0.564 mole) in water (50 ml) was added dropwise with the tip of the addition funnel below the surface of the solution. The reaction mixture temperature was kept below 2° C. during the addition. Upon completion of addition, the reaction mixture was stirred at 0° C. for 30 minutes, and then s... Procedure: To a solution of [11-(4-methoxycarbonylmethoxy-phenyl)-benzo [b]naphtho[2,3-d]thiophen-8-yloxy]-acetic acid, methyl ester (0.268 g, 0.551 mmol) in tetrahydrofuran (8 mL) and methanol (5 mL) was added an aqueous solution of potassuim hydroxide (1 N, 2.2 mL, 2.2 mmol) dropwise at room temperature. After stirring 2 hours an addition of potassuim hydroxide (1 N, 1 mL, 1 mmol) was introduced. After stirring another 14 hours the solvents were removed and the residue was disolved in water (50 mL) and w... Product: C(=O)(O)COC1=CC=C(C=C1)C1=C2C=CC(=CC2=CC2=C1C1=C(S2)C=CC=C1)OCC(=O)O ([11-(4-Carboxymethoxy-phenyl)-benzo[b]naphtho[2.3-d]thiophen-8-yloxy]-acetic acid). Run at time 2 hour. The solvent is O1CCCC1 (tetrahydrofuran), CO (methanol). Reactants: COC(=O)COC1=CC=C(C=C1)C1=C2C=CC(=CC2=CC2=C1C1=C(S2)C=CC=C1)OCC(=O)OC ([11-(4-methoxycarbonylmethoxy-phenyl)-benzo [b]naphtho[2,3-d]thiophen-8-yloxy]-acetic acid, methyl ester), [OH-] (hydroxide), [OH-] (hydroxide). Yield: 71.3%. RXN SMILES: C[O:2][C:3]([CH2:5][O:6][C:7]1[CH:12]=[CH:11][C:10]([C:13]2[C:22]3[C:23]4[CH:29]=[CH:28][CH:27]=[CH:26][C:24]=4[S:25][C:21]=3[CH:20]=[C:19]3[C:14]=2[CH:15]=[CH:16][C:17]([O:30][CH2:31][C:32]([O:34]C)=[O:33])=[CH:18]3)=[CH:9][CH:8]=1)=[O:4].[OH-]>O1CCCC1.CO>[C:3]([CH2:5][O:6][C:7]1[CH:12]=[CH:11][C:10]([C:13]2[C:22]3[C:23]4[CH:29]=[CH:28][CH:27]=[CH:26][C:24]=4[S:25][C:21]=3[CH:20]=[C:19]3[C:14]=2[CH:15]=[CH:16][C:17]([O:30][CH2:31][C:32]([OH:34])=[O:33])=[CH:18]3)=[CH:9][CH:8]=1)([OH:4])=[O:2].